From a dataset of the Open Reaction Database (ORD), a public repository of structured organic reaction records. describe an organic reaction: reactants, conditions, products, and yield Starting materials: solution, Cl (HCl), C(C)(C)(C)OC(=O)N[C@@H](CC1=CC=CC=C1)C(=O)OCC[SiH3] (tert-butoxycarbonylphenylalanine, silylethyl ester). Solvent: O1CCOCC1 (dioxane). Run at time 90 minute. The product is Cl.[SiH3]CCOC([C@@H](N)CC1=CC=CC=C1)=O (phenylalanine silylethyl ester hydrochloride). Reaction SMILES: [ClH:1].C(OC([NH:9][C@H:10]([C:18]([O:20][CH2:21][CH2:22][SiH3:23])=[O:19])[CH2:11][C:12]1[CH:17]=[CH:16][CH:15]=[CH:14][CH:13]=1)=O)(C)(C)C>O1CCOCC1>[ClH:1].[SiH3:23][CH2:22][CH2:21][O:20][C:18](=[O:19])[C@H:10]([CH2:11][C:12]1[CH:13]=[CH:14][CH:15]=[CH:16][CH:17]=1)[NH2:9] |f:3.4|. Reported procedure: 30 mL of a 4.0 M solution of HCl in dioxane was added to the Boc-PheOSET from the previous step. The mixture was stirred for 90 minutes. The solvents were evaporated, giving a waxy solid, phenylalanine silylethyl ester hydrochloride (HCl.PheOSET). Starting materials: [Br-], O=C(c1ccc(Br)cc1)C(F)(F)F, C1CCOC1, [Li]CCCC, C[P+](c1ccccc1)(c1ccccc1)c1ccccc1, [Cl-], [NH4+]. Yields the product C=C(c1ccc(Br)cc1)C(F)(F)F. As a reaction SMILES: [Br-:21].[Br:6][c:7]1[cH:8][cH:9][c:10]([C:13]([C:14]([F:15])([F:16])[F:17])=[O:18])[cH:11][cH:12]1.[CH2:42]1[O:43][CH2:44][CH2:45][CH2:46]1.[CH3:1][CH2:2][CH2:3][CH2:4][Li:5].[CH3:22][P+:23]([c:24]1[cH:25][cH:26][cH:27][cH:28][cH:29]1)([c:30]1[cH:31][cH:32][cH:33][cH:34][cH:35]1)[c:36]1[cH:37][cH:38][cH:39][cH:40][cH:41]1.[Cl-:19].[NH4+:20]>>[CH2:1]=[C:13]([c:10]1[cH:9][cH:8][c:7]([Br:6])[cH:12][cH:11]1)[C:14]([F:15])([F:16])[F:17]. Reactants: C(C)C(CC)C=1C=2N(N=C(C1)C)C=C(N2)C (8-(1-ethyl-propyl)-2,6-dimethyl-imidazo[1,2-b]pyridazine), BrC1=C(C=C(S1)C1=NC(=CC=C1)C)Cl (2-(5-bromo-4-chloro-thiophen-2-yl)-6-methyl-pyridine), C(=O)([O-])[O-].[Cs+].[Cs+] (Cs2CO3), N#N (N2), C1=CC=C(C=C1)P(C2=CC=CC=C2)C3=CC=CC=C3 (PPh3). Reagents/catalysts: C=1C=CC(=CC1)/C=C/C(=O)/C=C/C2=CC=CC=C2.C=1C=CC(=CC1)/C=C/C(=O)/C=C/C2=CC=CC=C2.C=1C=CC(=CC1)/C=C/C(=O)/C=C/C2=CC=CC=C2.[Pd].[Pd] (Pd2(dba)3). The solvent is CN(C)C=O (DMF), CCOC(=O)C (EtOAc). Run at temperature 110 celsius. Yields the product ClC1=C(SC(=C1)C1=NC(=CC=C1)C)C1=C(N=C2N1N=C(C=C2C(CC)CC)C)C (3-[3-Chloro-5-(6-methyl-pyridin-2-yl)-thiophen-2-yl]-8-(1-ethyl-propyl)-2,6-dimethyl-imidazo[1,2-b]pyridazine). Yield: 10.1%. RXN SMILES: [CH2:1]([CH:3]([C:6]1[C:7]2[N:8]([CH:13]=[C:14]([CH3:16])[N:15]=2)[N:9]=[C:10]([CH3:12])[CH:11]=1)[CH2:4][CH3:5])[CH3:2].Br[C:18]1[S:22][C:21]([C:23]2[CH:28]=[CH:27][CH:26]=[C:25]([CH3:29])[N:24]=2)=[CH:20][C:19]=1[Cl:30].C([O-])([O-])=O.[Cs+].[Cs+].N#N.C1C=CC(P(C2C=CC=CC=2)C2C=CC=CC=2)=CC=1>CCOC(C)=O.C1C=CC(/C=C/C(/C=C/C2C=CC=CC=2)=O)=CC=1.C1C=CC(/C=C/C(/C=C/C2C=CC=CC=2)=O)=CC=1.C1C=CC(/C=C/C(/C=C/C2C=CC=CC=2)=O)=CC=1.[Pd].[Pd].CN(C=O)C>[Cl:30][C:19]1[CH:20]=[C:21]([C:23]2[CH:28]=[CH:27][CH:26]=[C:25]([CH3:29])[N:24]=2)[S:22][C:18]=1[C:13]1[N:8]2[N:9]=[C:10]([CH3:12])[CH:11]=[C:6]([CH:3]([CH2:4][CH3:5])[CH2:1][CH3:2])[C:7]2=[N:15][C:14]=1[CH3:16] |f:2.3.4,8.9.10.11.12|. Reported procedure: A solution of 8-(1-ethyl-propyl)-2,6-dimethyl-imidazo[1,2-b]pyridazine (0.39 g, 1.78 mmol), 2-(5-bromo-4-chloro-thiophen-2-yl)-6-methyl-pyridine (0.59 g, 2.04 mmol), Cs2CO3 (1.23 g, 3.77 mmol), and DMF (5 mL), is de-gassed with N2 for 15 minutes. PPh3 (0.089 g, 0.34 mmol) and Pd2(dba)3 (0.079 g, 0.86 mmol) is added and the solution heated at 110° C. for 48 hours. The solution is diluted with EtOAc (30 mL), washed with sat. NH4Cl (25 mL), dried over MgSO4, filtered and concentrated. The residue i... Reactants: C(C)(C)(C)OC(=O)N[C@@](C=CP(OCC)(OCC)=O)(CCC=1OC(=CC1)C(CCCCC1=CC=CC=C1)=O)C (Diethyl (3R)-3-t-butoxycarbonylamino-3-methyl-5-[5-(5-phenylpentanoyl)furan-2-yl]pent-1-enylphosphonate), chlorotris(triphenylphosphine) rhodium(I). Reagents/catalysts: C1=CC=C(C=C1)P(C2=CC=CC=C2)C3=CC=CC=C3.C1=CC=C(C=C1)P(C2=CC=CC=C2)C3=CC=CC=C3.C1=CC=C(C=C1)P(C2=CC=CC=C2)C3=CC=CC=C3.[Cl-].[Rh] (chlorotris(triphenylphosphine)rhodium(I)). Solvent: C(C)O (ethanol). Conditions: temperature 50 celsius, time 8 hour. Yields the product C(C)(C)(C)OC(=O)N[C@@](CCP(OCC)(OCC)=O)(CCC=1OC(=CC1)C(CCCCC1=CC=CC=C1)=O)C (Diethyl (3R)-3-t-butoxycarbonylamino-3-methyl-5-[5-(5-phenylpentanoyl)furan-2-yl]pentylphosphonate). The yield is 84.5%. Reaction SMILES: [C:1]([O:5][C:6]([NH:8][C@:9]([CH3:39])([CH2:20][CH2:21][C:22]1[O:23][C:24]([C:27](=[O:38])[CH2:28][CH2:29][CH2:30][CH2:31][C:32]2[CH:37]=[CH:36][CH:35]=[CH:34][CH:33]=2)=[CH:25][CH:26]=1)[CH:10]=[CH:11][P:12](=[O:19])([O:16][CH2:17][CH3:18])[O:13][CH2:14][CH3:15])=[O:7])([CH3:4])([CH3:3])[CH3:2]>C(O)C.C1C=CC(P(C2C=CC=CC=2)C2C=CC=CC=2)=CC=1.C1C=CC(P(C2C=CC=CC=2)C2C=CC=CC=2)=CC=1.C1C=CC(P(C2C=CC=CC=2)C2C=CC=CC=2)=CC=1.[Cl-].[Rh]>[C:1]([O:5][C:6]([NH:8][C@:9]([CH3:39])([CH2:20][CH2:21][C:22]1[O:23][C:24]([C:27](=[O:38])[CH2:28][CH2:29][CH2:30][CH2:31][C:32]2[CH:37]=[CH:36][CH:35]=[CH:34][CH:33]=2)=[CH:25][CH:26]=1)[CH2:10][CH2:11][P:12](=[O:19])([O:13][CH2:14][CH3:15])[O:16][CH2:17][CH3:18])=[O:7])([CH3:2])([CH3:3])[CH3:4] |f:2.3.4.5.6|. Reported procedure: To a solution of diethyl (3R)-3-t-butoxycarbonylamino-3-methyl-5-[5-(5-phenylpentanoyl)furan-2-yl]pent-1-enylphosphonate (127.8 mg, 0.23 mmol) obtained in Example (29c) in ethanol (2.3 ml) was added chlorotris(triphenylphosphine) rhodium(I) (22.0 mg, 0.024 mmol), and the resulting mixture was stirred at 50° C. under a hydrogen atmosphere for 8 hours. After cooling, to the reaction mixture was furthermore added chlorotris(triphenylphosphine)rhodium(I) (21.5 mg, 0.023 mmol), and the resulting mixt... Starting materials: Nc1nc(Cl)nc2c1ncn2C1OC(CO)C(O)C1O, NCCC1CCOCC1. Yields the product Cl, Nc1nc(NCCC2CCOCC2)nc2c1ncn2C1OC(CO)C(O)C1O. RXN SMILES: [Cl:1][c:2]1[n:3][c:4]([NH2:20])[c:5]2[n:6][cH:7][n:8]([CH:9]3[CH:10]([OH:11])[CH:12]([OH:13])[CH:14]([CH2:15][OH:16])[O:17]3)[c:18]2[n:19]1.[O:21]1[CH2:22][CH2:23][CH:24]([CH2:27][CH2:28][NH2:29])[CH2:25][CH2:26]1>>[ClH:1].[c:2]1([NH:29][CH2:28][CH2:27][CH:24]2[CH2:23][CH2:22][O:21][CH2:26][CH2:25]2)[n:3][c:4]([NH2:20])[c:5]2[n:6][cH:7][n:8]([CH:9]3[CH:10]([OH:11])[CH:12]([OH:13])[CH:14]([CH2:15][OH:16])[O:17]3)[c:18]2[n:19]1. The reactants are C(C)OC(=O)C=1C(=C2C(=C(N1)C1=CC=NC=C1)SN=C2C2=CC=CC=C2)O (4-hydroxy-3-phenyl-7-pyridin-4-yl-isothiazolo[5,4-c]pyridine-5-carboxylic acid ethyl ester), NCC(=O)O (glycine). Product: OC1=C2C(=C(N=C1C(=O)NCC(=O)O)C1=CC=NC=C1)SN=C2C2=CC=CC=C2 ([(4-Hydroxy-3-phenyl-7-pyridin-4-yl-isothiazolo[5,4-c]pyridine-5-carbonyl)-amino]-acetic acid). Reaction SMILES: C(O[C:4]([C:6]1[C:7]([OH:27])=[C:8]2[C:20]([C:21]3[CH:26]=[CH:25][CH:24]=[CH:23][CH:22]=3)=[N:19][S:18][C:9]2=[C:10]([C:12]2[CH:17]=[CH:16][N:15]=[CH:14][CH:13]=2)[N:11]=1)=[O:5])C.[NH2:28][CH2:29][C:30]([OH:32])=[O:31]>>[OH:27][C:7]1[C:6]([C:4]([NH:28][CH2:29][C:30]([OH:32])=[O:31])=[O:5])=[N:11][C:10]([C:12]2[CH:17]=[CH:16][N:15]=[CH:14][CH:13]=2)=[C:9]2[S:18][N:19]=[C:20]([C:21]3[CH:26]=[CH:25][CH:24]=[CH:23][CH:22]=3)[C:8]=12. Procedure details: The title compound was synthesized in analogy to Example 1 from 4-hydroxy-3-phenyl-7-pyridin-4-yl-isothiazolo[5,4-c]pyridine-5-carboxylic acid ethyl ester and glycine: MS (m/z) 407.1 (M+1).